This data is from the Open Reaction Database (ORD), a public repository of structured organic reaction records. The task is: describe an organic reaction: reactants, conditions, products, and yield As a reaction SMILES: [CH2:1]([NH:4][C:5]1[CH:6]=[C:7]([CH2:11][C:12]([OH:14])=[O:13])[CH:8]=[CH:9][CH:10]=1)[CH:2]=[CH2:3].[CH2:15]([O:17][CH2:18][CH2:19]O)[CH3:16].B(F)(F)F.CCOCC>C1(C)C=CC=CC=1>[CH2:1]([NH:4][C:5]1[CH:6]=[C:7]([CH2:11][C:12]([O:14][CH2:16][CH2:15][O:17][CH2:18][CH3:19])=[O:13])[CH:8]=[CH:9][CH:10]=1)[CH:2]=[CH2:3] |f:2.3|. Run at time 120 hour. Starting materials: C(C=C)NC=1C=C(C=CC1)CC(=O)O (3-(allylamino)phenylacetic acid), B(F)(F)F.CCOCC (boron trifluoride etherate), C(C)OCCO (2-ethoxyethanol), B(F)(F)F.CCOCC (boron trifluoride etherate). Run in C1(=CC=CC=C1)C (toluene). Reported procedure: A solution of 11.8 g. of 3-(allylamino)phenylacetic acid, 1.00 g. of 2-ethoxyethanol and 5.35 ml. of boron trifluoride etherate in 200 ml. toluene is stirred under reflux for 48 hours. The solution is treated with an additional 5.35 ml. of boron trifluoride etherate and refluxing is continued for 120 hours. Dilution with water and methylene chloride followed by filtration affords 2-ethoxyethyl 3-(allylamino)phenylacetate. Product: C(C=C)NC=1C=C(C=CC1)CC(=O)OCCOCC (2-ethoxyethyl 3-(allylamino)phenylacetate). The yield is 263.3%. Starting materials: C([O-])(O)=O.[Na+] (Sodium bicarbonate), ClCC=O (chloroacetaldehyde), NC1=NC2=CC=CC=C2C(C1(C)C)(O)C1=CC=CC=C1 (2-amino-3,4-dihydro-3,3-dimethyl-4-phenylquinolin-4-ol). The solvent is C=1(C(=CC=CC1)C)C (xylene), C(C)O (ethanol), O (water), alcohol. Yields the product CC1(C=2N(C3=CC=CC=C3C1(O)C1=CC=CC=C1)C=CN2)C (4,5-Dihydro-4,4-dimethyl-5-phenylimidazo[1,2-a] quinolin-5-ol), Cl (hydrochloride). Procedure details: To a solution of freshly prepared chloroacetaldehyde (2.30 g., 0.03 mole) in absolute ethanol (50 ml.) and water (12.5 ml.) was added a solution of 2-amino-3,4-dihydro-3,3-dimethyl-4-phenylquinolin-4-ol (6.66 g., 0.025 mole) in absolute alcohol (62.5 ml). Sodium bicarbonate (2.5 g) was added and the mixture refluxed for 6 hours. After cooling, a small precipitate was filtered off, and the filtrate concentrated in vacuo, taken up in water, extracted with ether, dried and evaporated. The residue w... RXN SMILES: [Cl:1][CH2:2][CH:3]=O.[NH2:5][C:6]1[C:15]([CH3:17])([CH3:16])[C:14]([C:19]2[CH:24]=[CH:23][CH:22]=[CH:21][CH:20]=2)([OH:18])[C:13]2[C:8](=[CH:9][CH:10]=[CH:11][CH:12]=2)[N:7]=1.C(=O)(O)[O-].[Na+]>C(O)C.O.C1(C)C(C)=CC=CC=1>[CH3:16][C:15]1([CH3:17])[C:14]([C:19]2[CH:24]=[CH:23][CH:22]=[CH:21][CH:20]=2)([OH:18])[C:13]2[C:8](=[CH:9][CH:10]=[CH:11][CH:12]=2)[N:7]2[CH:2]=[CH:3][N:5]=[C:6]12.[ClH:1] |f:2.3|. The reactants are C1(=CC=CC=C1)S(=O)(=O)N1C(N(C(C1)C1=CC(=CC=C1)Br)C(C)C)=O (1-benzenesulfonyl-4-(3-bromo-phenyl)-3-isopropyl-imidazolidin-2-one), C(C)OC=1C=CC(=C(C1)B(O)O)F (5-ethoxy-2-fluorophenylboronic acid), C([O-])([O-])=O.[Na+].[Na+] (sodium carbonate). The reagents and catalysts are C1=CC=C(C=C1)P([C-]2C=CC=C2)C3=CC=CC=C3.C1=CC=C(C=C1)P([C-]2C=CC=C2)C3=CC=CC=C3.Cl[Pd]Cl.[Fe+2].ClCCl (dichloro[1,1′-bis(diphenylphosphino)ferrocene]palladium dichloromethane). The solvent is O1CCOCC1.O (dioxane water). Yields the product C1(=CC=CC=C1)S(=O)(=O)N1C(N(C(C1)C=1C=C(C=CC1)C1=C(C=CC(=C1)OCC)F)C(C)C)=O (1-benzenesulfonyl-4-(5′-ethoxy-2′-fluoro-biphenyl-3-yl)-3-isopropyl-imidazolidin-2-one). Reaction SMILES: [C:1]1([S:7]([N:10]2[CH2:14][CH:13]([C:15]3[CH:20]=[CH:19][CH:18]=[C:17](Br)[CH:16]=3)[N:12]([CH:22]([CH3:24])[CH3:23])[C:11]2=[O:25])(=[O:9])=[O:8])[CH:6]=[CH:5][CH:4]=[CH:3][CH:2]=1.[CH2:26]([O:28][C:29]1[CH:30]=[CH:31][C:32]([F:38])=[C:33](B(O)O)[CH:34]=1)[CH3:27].C(=O)([O-])[O-].[Na+].[Na+]>O1CCOCC1.O.C1C=CC(P(C2C=CC=CC=2)[C-]2C=CC=C2)=CC=1.C1C=CC(P(C2C=CC=CC=2)[C-]2C=CC=C2)=CC=1.Cl[Pd]Cl.[Fe+2].ClCCl>[C:1]1([S:7]([N:10]2[CH2:14][CH:13]([C:15]3[CH:16]=[C:17]([C:31]4[CH:30]=[C:29]([O:28][CH2:26][CH3:27])[CH:34]=[CH:33][C:32]=4[F:38])[CH:18]=[CH:19][CH:20]=3)[N:12]([CH:22]([CH3:24])[CH3:23])[C:11]2=[O:25])(=[O:9])=[O:8])[CH:6]=[CH:5][CH:4]=[CH:3][CH:2]=1 |f:2.3.4,5.6,7.8.9.10.11|. Reported procedure: In analogy to example 1, step 3,1-benzenesulfonyl-4-(3-bromo-phenyl)-3-isopropyl-imidazolidin-2-one (example 12, step 1) was reacted with 5-ethoxy-2-fluorophenylboronic acid in the presence of dichloro[1,1′-bis(diphenylphosphino)ferrocene]palladium dichloromethane adduct and sodium carbonate in dioxane/water to give 1-benzenesulfonyl-4-(5′-ethoxy-2′-fluoro-biphenyl-3-yl)-3-isopropyl-imidazolidin-2-one as a light yellow oil. MS: 483.2 ([M+H]+) The reactants are FC(OC1=CC=C(C2=C1N=C(O2)CC)C(=O)O)F (4-difluoromethoxy-2-ethylbenzooxazole-7-carboxylic acid), C(C)C1=NOC(=C1N)C (3-ethyl-5-methylisoxazol-4-ylamine). The solvent is C(C)OCC.CCCCCC (diethyl ether hexane). The product is C(C)C1=NOC(=C1NC(=O)C1=CC=C(C=2N=C(OC21)CC)OC(F)F)C (4-Difluoromethoxy-2-ethylbenzooxazole-7-carboxylic acid (3-ethyl-5-methylisoxazole-4-yl)-amide). The yield is 54.6%. As a reaction SMILES: [F:1][CH:2]([F:18])[O:3][C:4]1[C:9]2[N:10]=[C:11]([CH2:13][CH3:14])[O:12][C:8]=2[C:7]([C:15]([OH:17])=O)=[CH:6][CH:5]=1.[CH2:19]([C:21]1[C:25]([NH2:26])=[C:24]([CH3:27])[O:23][N:22]=1)[CH3:20]>C(OCC)C.CCCCCC>[CH2:19]([C:21]1[C:25]([NH:26][C:15]([C:7]2[C:8]3[O:12][C:11]([CH2:13][CH3:14])=[N:10][C:9]=3[C:4]([O:3][CH:2]([F:1])[F:18])=[CH:5][CH:6]=2)=[O:17])=[C:24]([CH3:27])[O:23][N:22]=1)[CH3:20] |f:2.3|. Procedure details: Starting from 4-difluoromethoxy-2-ethylbenzooxazole-7-carboxylic acid (0.20 g) and 3-ethyl-5-methylisoxazol-4-ylamine (0.20 g). Purification by column chromatography on silica eluting 20-50% ethyl acetate in heptane afforded, after trituration with diethyl ether-hexane, the title compound as a white solid (0.155 g). Starting materials: ClC1=C(C=C(C=C1)NC(=O)C=1OC(=CC1)C)C=1N=C2N(C=C(C=N2)C2=CC=C(C=C2)N(C(OC(C)(C)C)=O)C)C1 (tert-butyl (4-(2-(2-chloro-5-(5-methylfuran-2-carboxamido)phenyl)imidazo[1,2-a]pyrimidin-6-yl)phenyl)(methyl)carbamate), Cl (HCl), O1CCOCC1 (dioxane). Conditions: temperature 50 celsius, time 8 hour. The product is ClC1=C(C=C(C=C1)NC(=O)C=1OC(=CC1)C)C=1N=C2N(C=C(C=N2)C2=CC=C(C=C2)NC)C1 (N-(4-chloro-3-(6-(4-(methylamino)phenyl)imidazo[1,2-a]pyrimidin-2-yl)phenyl)-5-methylfuran-2-carboxamide). RXN SMILES: [Cl:1][C:2]1[CH:7]=[CH:6][C:5]([NH:8][C:9]([C:11]2[O:12][C:13]([CH3:16])=[CH:14][CH:15]=2)=[O:10])=[CH:4][C:3]=1[C:17]1[N:18]=[C:19]2[N:24]=[CH:23][C:22]([C:25]3[CH:30]=[CH:29][C:28]([N:31](C)[C:32](=O)OC(C)(C)C)=[CH:27][CH:26]=3)=[CH:21][N:20]2[CH:40]=1.Cl.O1CCOCC1>>[Cl:1][C:2]1[CH:7]=[CH:6][C:5]([NH:8][C:9]([C:11]2[O:12][C:13]([CH3:16])=[CH:14][CH:15]=2)=[O:10])=[CH:4][C:3]=1[C:17]1[N:18]=[C:19]2[N:24]=[CH:23][C:22]([C:25]3[CH:30]=[CH:29][C:28]([NH:31][CH3:32])=[CH:27][CH:26]=3)=[CH:21][N:20]2[CH:40]=1. Reported procedure: tert-butyl (4-(2-(2-chloro-5-(5-methylfuran-2-carboxamido)phenyl)imidazo[1,2-a]pyrimidin-6-yl)phenyl)(methyl)carbamate was treated with 4.0M HCl in dioxane (2 eq.) and was stirred overnight at 50° C. At completion, the reaction mixture was concentrated in vacuo and the residue was redissolved in methanol. Purification of the compound was done via mass-triggered reverse phase column chromatography preparative system (15% to 65% (B)), m/z (ESI) for 33: 460 (M+H+), 1H NMR (400 MHz, DMSO-D6) δ 10.32...